From a dataset of the Open Reaction Database (ORD), a public repository of structured organic reaction records. describe an organic reaction: reactants, conditions, products, and yield Starting materials: C(C1=CC=CC=C1)NC1=NC2=CC=NC(=C2C2=C1C=CN=C2)OCCCC (N-benzyl-1-butoxypyrido[4,3-c]-1,6-naphthyridin-6-amine). The solvent is Br (hydrobromic acid). Reaction conditions: time 8 hour. Product: C(C1=CC=CC=C1)NC1=NC=2C=CNC(C2C2=C1C=CN=C2)=O (6-(benzylamino)pyrido[4,3-c]-1,6-naphthyridin-1(2H)-one). RXN SMILES: [CH2:1]([NH:8][C:9]1[C:18]2[CH:19]=[CH:20][N:21]=[CH:22][C:17]=2[C:16]2[C:11](=[CH:12][CH:13]=[N:14][C:15]=2[O:23]CCCC)[N:10]=1)[C:2]1[CH:7]=[CH:6][CH:5]=[CH:4][CH:3]=1>Br>[CH2:1]([NH:8][C:9]1[C:18]2[CH:19]=[CH:20][N:21]=[CH:22][C:17]=2[C:16]2[C:15](=[O:23])[NH:14][CH:13]=[CH:12][C:11]=2[N:10]=1)[C:2]1[CH:3]=[CH:4][CH:5]=[CH:6][CH:7]=1. Reported procedure: N-benzyl-1-butoxypyrido[4,3-c]-1,6-naphthyridin-6-amine (90 mg, 0.251 mmol) was dissolved in hydrobromic acid (2.5 mL, 33% in acetic acid). The reaction mixture was left to stir overnight at room temperature. The reaction mixture was quenched with aqueous sodium hydrogen carbonate. The aqueous mixture was extracted with ethyl acetate. The combined organic extracts were dried over sodium sulfate and concentrated under reduced pressure. The residue was purified by preparative HPLC Reverse phase (C... Starting materials: Fc1ccc(C23CCC(CCC2OCc2cc(C(F)(F)F)cc(C(F)(F)F)c2)N3Cc2ccccc2)cc1, CC(=O)O, CCOC(C)=O, [OH-], [OH-], [Pd+2]. Product: Fc1ccc(C23CCC(CCC2OCc2cc(C(F)(F)F)cc(C(F)(F)F)c2)N3)cc1. RXN SMILES: [CH2:1]([c:2]1[cH:3][cH:4][cH:5][cH:6][cH:7]1)[N:8]1[C:9]2([c:32]3[cH:33][cH:34][c:35]([F:38])[cH:36][cH:37]3)[CH:10]([O:16][CH2:17][c:18]3[cH:19][c:20]([C:28]([F:29])([F:30])[F:31])[cH:21][c:22]([C:24]([F:25])([F:26])[F:27])[cH:23]3)[CH2:11][CH2:12][CH:13]1[CH2:14][CH2:15]2.[CH3:39][C:40](=[O:41])[OH:42].[CH3:43][CH2:44][O:45][C:46](=[O:47])[CH3:48].[OH-:49].[OH-:51].[Pd+2:50]>>[NH:8]1[C:9]2([c:32]3[cH:33][cH:34][c:35]([F:38])[cH:36][cH:37]3)[CH:10]([O:16][CH2:17][c:18]3[cH:19][c:20]([C:28]([F:29])([F:30])[F:31])[cH:21][c:22]([C:24]([F:25])([F:26])[F:27])[cH:23]3)[CH2:11][CH2:12][CH:13]1[CH2:14][CH2:15]2. Starting materials: COC(=O)c1ccc(Cl)cc1S(=O)(=O)Cl, Cl, [Zn]. Yields the product COC(=O)c1ccc(Cl)cc1S. Reaction SMILES: [Cl:1][S:2](=[O:3])(=[O:4])[c:5]1[c:6]([C:7](=[O:8])[O:9][CH3:10])[cH:11][cH:12][c:13]([Cl:15])[cH:14]1.[ClH:16].[Zn:17]>>[SH:2][c:5]1[c:6]([C:7](=[O:8])[O:9][CH3:10])[cH:11][cH:12][c:13]([Cl:15])[cH:14]1. Reactants: OC1CN2CCC1CC2 (3-hydroxyquinuclidine), C1(=CC=CC=C1)P(C1=CC=CC=C1)C1=CC=CC=C1 (triphenylphosphine), ClC=1C(=NOC1C)O (4-chloro-3-hydroxy-5-methylisoxazole), N(=NC(=O)OCC)C(=O)OCC (diethyl azodicarboxylate). Solvent: O1CCCC1 (tetrahydrofuran). Conditions: time 24 hour. The product is ClC=1C(=NOC1C)OC1CN2CCC1CC2 (4-Chloro-5-methyl-3-(3-quinuclidinyloxy)isoxazole). Isolated yield 64.9%. As a reaction SMILES: C1(P(C2C=CC=CC=2)C2C=CC=CC=2)C=CC=CC=1.N(C(OCC)=O)=NC(OCC)=O.[Cl:32][C:33]1[C:34]([OH:39])=[N:35][O:36][C:37]=1[CH3:38].O[CH:41]1[CH:46]2[CH2:47][CH2:48][N:43]([CH2:44][CH2:45]2)[CH2:42]1>O1CCCC1>[Cl:32][C:33]1[C:34]([O:39][CH:41]2[CH:46]3[CH2:47][CH2:48][N:43]([CH2:44][CH2:45]3)[CH2:42]2)=[N:35][O:36][C:37]=1[CH3:38]. Reported procedure: A solution of 7.86 g of triphenylphosphine in 100 ml of tetrahydrofuran was cooled to 5° C., and then 5.22 g of diethyl azodicarboxylate were added dropwise to the cooled solution, followed by 4.00 g of 4-chloro-3-hydroxy-5-methylisoxazole. 3.81 g of 3-hydroxyquinuclidine were then added to the resulting mixture, and the mixture was stirred at room temperature for 24 hours. At the end of this time, the solvent was removed from the mixture by distillation under reduced pressure. The resulting res... Starting materials: CN(C)C=O, CN1CCCC1, CCO, Cl, Cl, NCC1CNC1, Nc1nc(-n2cc(C(=O)O)c(=O)c3cc(F)c(F)c(Cl)c32)c(F)cc1F. Product: NCC1CN(c2c(F)cc3c(=O)c(C(=O)O)cn(-c4nc(N)c(F)cc4F)c3c2Cl)C1. RXN SMILES: [CH3:1][N:2]([CH3:3])[CH:4]=[O:5].[CH3:40][N:41]1[CH2:42][CH2:43][CH2:44][CH2:45]1.[CH3:46][CH2:47][OH:48].[ClH:32].[ClH:33].[NH2:34][CH2:35][CH:36]1[CH2:37][NH:38][CH2:39]1.[NH2:6][c:7]1[c:8]([F:31])[cH:9][c:10]([F:30])[c:11](-[n:13]2[cH:14][c:15]([C:27](=[O:28])[OH:29])[c:16](=[O:26])[c:17]3[cH:18][c:19]([F:25])[c:20]([F:24])[c:21]([Cl:23])[c:22]23)[n:12]1>>[NH2:6][c:7]1[c:8]([F:31])[cH:9][c:10]([F:30])[c:11](-[n:13]2[cH:14][c:15]([C:27](=[O:28])[OH:29])[c:16](=[O:26])[c:17]3[cH:18][c:19]([F:25])[c:20]([N:38]4[CH2:37][CH:36]([CH2:35][NH2:34])[CH2:39]4)[c:21]([Cl:23])[c:22]23)[n:12]1. Reactants: [BH4-], Cc1cc(C=O)c2cccc(OCc3ccccc3)c2n1, CO, CC(C)OC(C)C, [Na+], C1CCOC1. Yields the product Cc1cc(CO)c2cccc(OCc3ccccc3)c2n1. As a reaction SMILES: [BH4-:22].[CH2:1]([c:2]1[cH:3][cH:4][cH:5][cH:6][cH:7]1)[O:8][c:9]1[cH:10][cH:11][cH:12][c:13]2[c:14]([CH:20]=[O:21])[cH:15][c:16]([CH3:19])[n:17][c:18]12.[CH3:31][OH:32].[CH:24]([O:25][CH:26]([CH3:27])[CH3:28])([CH3:29])[CH3:30].[Na+:23].[O:33]1[CH2:34][CH2:35][CH2:36][CH2:37]1>>[CH2:1]([c:2]1[cH:3][cH:4][cH:5][cH:6][cH:7]1)[O:8][c:9]1[cH:10][cH:11][cH:12][c:13]2[c:14]([CH2:20][OH:21])[cH:15][c:16]([CH3:19])[n:17][c:18]12. Reactants: C1(=CC=CC=C1)N(C(=O)C=1C=C2C(=NC1)N(C(=N2)CCC2=CC=C(C=C2)C(N)=N)C)CCC(=O)OCC (3-methyl-2-[2-(4-amidinophenyl)ethyl]imidazo[4,5-b]pyridine-6-carboxylic acid-N-phenyl-N-(2-ethoxycarbonylethyl)amide), [OH-].[Na+] (sodium hydroxide). The solvent is O (water), C(C)O (ethanol). Reaction conditions: time 2 hour. Product: C1(=CC=CC=C1)N(C(=O)C=1C=C2C(=NC1)N(C(=N2)CCC2=CC=C(C=C2)C(N)=N)C)CCC(=O)O (3-Methyl-2-[2-(4-amidinophenyl)ethyl]imidazo[4,5-b]pyridine-6-carboxylic acid-N-phenyl-N-(2-hydroxycarbonylethyl)amide). As a reaction SMILES: [C:1]1([N:7]([CH2:31][CH2:32][C:33]([O:35]CC)=[O:34])[C:8]([C:10]2[CH:11]=[C:12]3[N:18]=[C:17]([CH2:19][CH2:20][C:21]4[CH:26]=[CH:25][C:24]([C:27](=[NH:29])[NH2:28])=[CH:23][CH:22]=4)[N:16]([CH3:30])[C:13]3=[N:14][CH:15]=2)=[O:9])[CH:6]=[CH:5][CH:4]=[CH:3][CH:2]=1.[OH-].[Na+]>C(O)C.O>[C:1]1([N:7]([CH2:31][CH2:32][C:33]([OH:35])=[O:34])[C:8]([C:10]2[CH:11]=[C:12]3[N:18]=[C:17]([CH2:19][CH2:20][C:21]4[CH:22]=[CH:23][C:24]([C:27](=[NH:28])[NH2:29])=[CH:25][CH:26]=4)[N:16]([CH3:30])[C:13]3=[N:14][CH:15]=2)=[O:9])[CH:2]=[CH:3][CH:4]=[CH:5][CH:6]=1 |f:1.2|. Reported procedure: A solution of 535 mg (1.0 mmol) of 3-methyl-2-[2-(4-amidinophenyl)ethyl]imidazo[4,5-b]pyridine-6-carboxylic acid-N-phenyl-N-(2-ethoxycarbonylethyl)amide in 10 mL ethanol was mixed with 5 mL of 2N sodium hydroxide solution and stirred for 2 hours at room temperature. Then the mixture was diluted with 10 mL water, the alcohol was distilled off, the aqueous phase was washed with 20 mL ethyl acetate and acidified with concentrated hydrochloric acid, whereupon the desired compound was precipitated in...